From a dataset of the Open Reaction Database (ORD), a public repository of structured organic reaction records. describe an organic reaction: reactants, conditions, products, and yield Reactants: C(=O)(C(F)(F)F)O (TFA), C(C)(C)(C)OC(=O)N1CCN(CC1)C(CNC(=O)C1=CC=C(C=C1)C1=CC=CC=C1)=O (4-{2-[(biphenyl-4-carbonyl)-amino]-acetyl}-piperazine-1-carboxylicacid tert-butyl ester). The solvent is C(Cl)Cl (DCM). Run at time 3 hour. The product is OC(=O)C(F)(F)F.O=C(CNC(=O)C1=CC=C(C=C1)C1=CC=CC=C1)N1CCNCC1 (biphenyl-4-carboxylic acid (2-oxo-2-piperazin-1-yl-ethyl)-amide TFA salt). Isolated yield 94.8%. Reaction SMILES: [C:1]([OH:7])([C:3]([F:6])([F:5])[F:4])=[O:2].C(OC([N:15]1[CH2:20][CH2:19][N:18]([C:21](=[O:38])[CH2:22][NH:23][C:24]([C:26]2[CH:31]=[CH:30][C:29]([C:32]3[CH:37]=[CH:36][CH:35]=[CH:34][CH:33]=3)=[CH:28][CH:27]=2)=[O:25])[CH2:17][CH2:16]1)=O)(C)(C)C>C(Cl)Cl>[OH:7][C:1]([C:3]([F:6])([F:5])[F:4])=[O:2].[O:38]=[C:21]([N:18]1[CH2:19][CH2:20][NH:15][CH2:16][CH2:17]1)[CH2:22][NH:23][C:24]([C:26]1[CH:27]=[CH:28][C:29]([C:32]2[CH:37]=[CH:36][CH:35]=[CH:34][CH:33]=2)=[CH:30][CH:31]=1)=[O:25] |f:3.4|. Procedure: TFA (3.6 mL) was added to a stirred solution of 4-{2-[(biphenyl-4-carbonyl)-amino]-acetyl}-piperazine-1-carboxylicacid tert-butyl ester (1.7 g, 4.01 mmol) in DCM (18 mL) at 0-4° C. and the resulting mixture was stirred at this temperature for 3 hrs. The reaction mixture was concentrated to afford 1.67 g (94.8% yield) of biphenyl-4-carboxylic acid (2-oxo-2-piperazin-1-yl-ethyl)-amide TFA salt. LC-MS purity: 85.4%, Starting materials: COc1cc2ncn(C)c2cc1OC, COCCO, CC(C)O, Cl, O=C(c1ccco1)N1CCNCC1. Product: COc1cc2nc(N3CCN(C(=O)c4ccco4)CC3)n(C)c2cc1OC, Cl. RXN SMILES: [CH3:1][O:2][c:3]1[cH:4][c:5]2[c:6]([n:7]([CH3:10])[cH:8][n:9]2)[cH:11][c:12]1[O:13][CH3:14].[CH3:28][O:29][CH2:30][CH2:31][OH:32].[CH:34]([OH:35])([CH3:36])[CH3:37].[ClH:33].[o:15]1[c:16]([C:20](=[O:21])[N:22]2[CH2:23][CH2:24][NH:25][CH2:26][CH2:27]2)[cH:17][cH:18][cH:19]1>>[CH3:1][O:2][c:3]1[cH:4][c:5]2[c:6]([n:7]([CH3:10])[c:8]([N:25]3[CH2:24][CH2:23][N:22]([C:20]([c:16]4[o:15][cH:19][cH:18][cH:17]4)=[O:21])[CH2:27][CH2:26]3)[n:9]2)[cH:11][c:12]1[O:13][CH3:14].[ClH:33]. Starting materials: O (water), Cl.NO (hydroxylamine hydrochloride), C([O-])([O-])=O.[Na+].[Na+] (sodium carbonate), C(C)N1C(=CC2=CC=C(C=C12)C#N)CC[C@H]1N(CCC1)C(CC1=CC=CC=C1)=O (1-ethyl-2-[2-[(S)-1-(2-phenylacetyl)pyrrolidin-2-yl]ethyl]indole-6-carbonitrile). Run in CO (methanol). Yields the product ON=NCC1=CC=C2C=C(N(C2=C1)CC)CC[C@H]1N(CCC1)C(CC1=CC=CC=C1)=O (1-[(S)-2-[2-(6-[(hydroxyimino)aminomethyl]-1-ethylindol-2-yl]ethyl]pyrrolidinyl]-2-phenylethan-1-one). Isolated yield 5.3%. RXN SMILES: [CH2:1]([N:3]1[C:11]2[C:6](=[CH:7][CH:8]=[C:9]([C:12]#[N:13])[CH:10]=2)[CH:5]=[C:4]1[CH2:14][CH2:15][C@@H:16]1[CH2:20][CH2:19][CH2:18][N:17]1[C:21](=[O:29])[CH2:22][C:23]1[CH:28]=[CH:27][CH:26]=[CH:25][CH:24]=1)[CH3:2].Cl.[NH2:31][OH:32].C(=O)([O-])[O-].[Na+].[Na+].O>CO>[OH:32][N:31]=[N:13][CH2:12][C:9]1[CH:10]=[C:11]2[C:6]([CH:5]=[C:4]([CH2:14][CH2:15][C@@H:16]3[CH2:20][CH2:19][CH2:18][N:17]3[C:21](=[O:29])[CH2:22][C:23]3[CH:28]=[CH:27][CH:26]=[CH:25][CH:24]=3)[N:3]2[CH2:1][CH3:2])=[CH:7][CH:8]=1 |f:1.2,3.4.5|. Procedure: 190 mg of 1-ethyl-2-[2-[(S)-1-(2-phenylacetyl)pyrrolidin-2-yl]ethyl]indole-6-carbonitrile obtained in Example 14-a) was dissolved in methanol. 103 mg of hydroxylamine hydrochloride and 210 mg of sodium carbonate were added and the reaction solution was refluxed overnight with stirring. After water was added, the reaction solution was extracted two times with dichloromethane. The extract was dried over MgSO4 and distilled under reduced pressure. The residue was purified with silica gel column chr... Reactants: C(CCCCC)OC=1C(=NC=CN1)C1(CN2CCC1C2)O (3-(3-hexyloxypyrazinyl)-1-azabicyclo[2.2.1]heptan-3-ol), S(=O)(Cl)Cl (thionyl chloride). Solvent: C(Cl)Cl (CH2Cl2), C(Cl)Cl (CH2Cl2). Product: ClC1(CN2CCC1C2)C2=NC=CN=C2OCCCCCC (3-chloro-3-(3-hexyloxypyrazinyl)-1-azabicyclo[2.2.1]heptane). RXN SMILES: [CH2:1]([O:7][C:8]1[C:9]([C:14]2(O)[CH:19]3[CH2:20][N:16]([CH2:17][CH2:18]3)[CH2:15]2)=[N:10][CH:11]=[CH:12][N:13]=1)[CH2:2][CH2:3][CH2:4][CH2:5][CH3:6].S(Cl)([Cl:24])=O>C(Cl)Cl>[Cl:24][C:14]1([C:9]2[C:8]([O:7][CH2:1][CH2:2][CH2:3][CH2:4][CH2:5][CH3:6])=[N:13][CH:12]=[CH:11][N:10]=2)[CH:19]2[CH2:20][N:16]([CH2:17][CH2:18]2)[CH2:15]1. Procedure details: A mixture of 4.8 g of (26) (0.021 mol) and 125 ml of hexanol that had reacted with 1.5 g of Na (0.065 mol) was heated to 80° C. for 45 min. The reaction was cooled to ambient, 100 ml of 1N HCl was added, and the hexanol was azeotroped off with water. The residue was made basic with 1N NaOH and extracted 3× with 50 ml of CH2Cl2. The extracts were washed with brine, dried, and the solvent evaporated to give a dark solid. Recrystallization of the solid from ether gave 3.83 g of 3-(3-hexyloxypyrazin... Starting materials: CCOC(=O)N1CCN(CCOC(C)(c2ccccc2)c2ccccc2)CC1, [K+], [OH-], O, OCCO. The product is CC(OCCN1CCNCC1)(c1ccccc1)c1ccccc1. Reaction SMILES: [CH2:1]([O:2][C:3](=[O:4])[N:6]1[CH2:7][CH2:8][N:9]([CH2:12][CH2:13][O:14][C:15]([CH3:16])([c:17]2[cH:18][cH:19][cH:20][cH:21][cH:22]2)[c:23]2[cH:24][cH:25][cH:26][cH:27][cH:28]2)[CH2:10][CH2:11]1)[CH3:5].[K+:30].[OH-:29].[OH2:35].[OH:31][CH2:32][CH2:33][OH:34]>>[NH:6]1[CH2:7][CH2:8][N:9]([CH2:12][CH2:13][O:14][C:15]([CH3:16])([c:17]2[cH:18][cH:19][cH:20][cH:21][cH:22]2)[c:23]2[cH:24][cH:25][cH:26][cH:27][cH:28]2)[CH2:10][CH2:11]1. Reactants: CC(C)(C)OC(=O)NCCC(=O)O, CC(C)(C)N, ClCCl, O, O=C(O)CC(O)(CC(=O)O)C(=O)O. Yields the product CC(C)(C)NC(=O)CCNC(=O)OC(C)(C)C. Reaction SMILES: [C:1]([CH3:2])([CH3:3])([CH3:4])[O:5][C:6](=[O:7])[NH:8][CH2:9][CH2:10][C:11](=[O:12])[OH:13].[CH3:15][C:16]([CH3:17])([CH3:18])[NH2:19].[Cl:33][CH2:34][Cl:35].[OH2:14].[OH:20][C:21]([CH2:22][C:23]([C:24](=[O:25])[OH:26])([CH2:27][C:28](=[O:29])[OH:30])[OH:31])=[O:32]>>[C:1]([CH3:2])([CH3:3])([CH3:4])[O:5][C:6](=[O:7])[NH:8][CH2:9][CH2:10][C:11](=[O:13])[NH:19][C:16]([CH3:15])([CH3:17])[CH3:18]. Reactants: ClC1=NC(=C2N=CN(C2=N1)[C@H]1[C@@H]([C@@H]([C@H](C1)NC(CC)=O)O)O)NCC(C1=CC=CC=C1)C1=CC=CC=C1 (N-{(1S,2R,3S,4R)-4-[2-chloro-6-(2,2-diphenyl-ethylamino)-purin-9-yl]-2,3-dihydroxy-cyclopentyl}-propionamide), O1N=CC=C1C(=O)Cl (isoxazole-5-carbonyl chloride). Product: ClC1=NC(=C2N=CN(C2=N1)[C@H]1[C@@H]([C@@H]([C@H](C1)NC(=O)C1=CC=NO1)O)O)NCC(C1=CC=CC=C1)C1=CC=CC=C1 (Isoxazole-5-carboxylic acid {(1S,2R,3S,4R)-4-[2-chloro-6-(2,2-diphenyl-ethylamino)-purin-9-yl]-2,3-dihydroxy-cyclopentyl}-amide). Reaction SMILES: [Cl:1][C:2]1[N:10]=[C:9]2[C:5]([N:6]=[CH:7][N:8]2[C@@H:11]2[CH2:15][C@H:14]([NH:16][C:17](=[O:20])[CH2:18][CH3:19])[C@@H:13]([OH:21])[C@H:12]2[OH:22])=[C:4]([NH:23][CH2:24][CH:25]([C:32]2[CH:37]=[CH:36][CH:35]=[CH:34][CH:33]=2)[C:26]2[CH:31]=[CH:30][CH:29]=[CH:28][CH:27]=2)[N:3]=1.[O:38]1C(C(Cl)=O)=C[CH:40]=[N:39]1>>[Cl:1][C:2]1[N:10]=[C:9]2[C:5]([N:6]=[CH:7][N:8]2[C@@H:11]2[CH2:15][C@H:14]([NH:16][C:17]([C:18]3[O:38][N:39]=[CH:40][CH:19]=3)=[O:20])[C@@H:13]([OH:21])[C@H:12]2[OH:22])=[C:4]([NH:23][CH2:24][CH:25]([C:32]2[CH:33]=[CH:34][CH:35]=[CH:36][CH:37]=2)[C:26]2[CH:27]=[CH:28][CH:29]=[CH:30][CH:31]=2)[N:3]=1. Procedure details: This compound is prepared analogously to N-{(1S,2R,3S,4R)-4-[2-chloro-6-(2,2-diphenyl-ethylamino)-purin-9-yl]-2,3-dihydroxy-cyclopentyl}-propionamide (Intermediate JJ4) by replacing propionyl chloride with isoxazole-5-carbonyl chloride. (MH+ 560.28)